This data is from the Open Reaction Database (ORD), a public repository of structured organic reaction records. The task is: describe an organic reaction: reactants, conditions, products, and yield Procedure: A mixture of 25 g. of methyl 6-methyl-2naphthyl-α-chloroacetate, 10 g. of sodium hydroxide, and 200 ml. of ethanol is refluxed for 2 hours. The cooled mixture is acidified by the addition of 1N hydrochloric acid. The resulting product, methyl 6-methyl-2naphthyl-α-hydroxyacetate, is isolated by extractions with methylene chloride. The product is oxidized by means of the oxidation procedure described in Example 6 to give methyl 6-methyl-2-naphthyl-α-oxoacetate. The latter product is refluxed with ... The reactants are CC=1C=C2C=CC(=CC2=CC1)C(C(=O)OC)Cl (methyl 6-methyl-2naphthyl-α-chloroacetate), Cl (hydrochloric acid), [OH-].[Na+] (sodium hydroxide), C(C)O (ethanol). Product: CC=1C=C2C=CC(=CC2=CC1)C(C(=O)OC)O (methyl 6-methyl-2naphthyl-α-hydroxyacetate). The solvent is C(Cl)Cl (methylene chloride). As a reaction SMILES: [CH3:1][C:2]1[CH:3]=[C:4]2[C:9](=[CH:10][CH:11]=1)[CH:8]=[C:7]([CH:12](Cl)[C:13]([O:15][CH3:16])=[O:14])[CH:6]=[CH:5]2.[OH-].[Na+].C([OH:22])C.Cl>C(Cl)Cl>[CH3:1][C:2]1[CH:3]=[C:4]2[C:9](=[CH:10][CH:11]=1)[CH:8]=[C:7]([CH:12]([OH:22])[C:13]([O:15][CH3:16])=[O:14])[CH:6]=[CH:5]2 |f:1.2|. Reactants: NC=1N(C(C2(N1)CC(OC1=CC=C(C=C12)Br)C1=CC=CC=C1)=O)C (2′-amino-6-bromo-1′-methyl-2-phenylspiro[chroman-4,4′-imidazol]-5′(1′H)-one), C(CCC)NC(=O)C=1C=C(C=CC1)B(O)O (3-(butylcarbamoyl)phenylboronic acid). The reagents and catalysts are Cl[Pd]([P](C1=CC=CC=C1)(C2=CC=CC=C2)C3=CC=CC=C3)([P](C4=CC=CC=C4)(C5=CC=CC=C5)C6=CC=CC=C6)Cl (Pd(PPh3)2Cl2). Solvent: O1CCOCC1 (1,4-dioxane), C(=O)([O-])[O-].[Cs+].[Cs+] (Cs2CO3). Conditions: temperature 120 celsius. The product is NC=1N(C(C2(N1)CC(OC1=CC=C(C=C12)C=1C=C(C(=O)NCCCC)C=CC1)C1=CC=CC=C1)=O)C (3-(2′-amino-1′-methyl-5′-oxo-2-phenyl-1′,5′-dihydrospiro-[chroman-4,4′-imidazole]-6-yl)-N-butylbenzamide). Isolated yield 51.4%. RXN SMILES: [NH2:1][C:2]1[N:3]([CH3:24])[C:4](=[O:23])[C:5]2([C:15]3[C:10](=[CH:11][CH:12]=[C:13](Br)[CH:14]=3)[O:9][CH:8]([C:17]3[CH:22]=[CH:21][CH:20]=[CH:19][CH:18]=3)[CH2:7]2)[N:6]=1.[CH2:25]([NH:29][C:30]([C:32]1[CH:33]=[C:34](B(O)O)[CH:35]=[CH:36][CH:37]=1)=[O:31])[CH2:26][CH2:27][CH3:28]>O1CCOCC1.C([O-])([O-])=O.[Cs+].[Cs+].Cl[Pd](Cl)([P](C1C=CC=CC=1)(C1C=CC=CC=1)C1C=CC=CC=1)[P](C1C=CC=CC=1)(C1C=CC=CC=1)C1C=CC=CC=1>[NH2:1][C:2]1[N:3]([CH3:24])[C:4](=[O:23])[C:5]2([C:15]3[C:10](=[CH:11][CH:12]=[C:13]([C:36]4[CH:37]=[C:32]([CH:33]=[CH:34][CH:35]=4)[C:30]([NH:29][CH2:25][CH2:26][CH2:27][CH3:28])=[O:31])[CH:14]=3)[O:9][CH:8]([C:17]3[CH:22]=[CH:21][CH:20]=[CH:19][CH:18]=3)[CH2:7]2)[N:6]=1 |f:3.4.5,^1:55,74|. Procedure: Pd(PPh3)2Cl2 (10 mg) in a 10 mL CEM test tube under Ar was treated sequentially with 2′-amino-6-bromo-1′-methyl-2-phenylspiro[chroman-4,4′-imidazol]-5′(1′H)-one (20 mg, 0.05 mmol) in 1,4-dioxane (1 mL), Cs2CO3 (2 N, 0.3 mL) and 3-(butylcarbamoyl)phenylboronic acid (23 mg, 0.1 mmol). The mixture was heated in a microwave reactor at 120° C. for 30 mins. The reaction mixture was concentrated in vacuo to give the residue, which was purified by preparative TLC to give pure 3-(2′-amino-1′-methyl-5′-ox... Reactants: O=C1OC(=O)c2ccccc21, O, [NH3+]O, [NH3+]O, O=S(=O)([O-])[O-]. Product: O=C1c2ccccc2C(=O)N1O. As a reaction SMILES: [O:1]=[C:2]1[O:3][C:4](=[O:5])[c:6]2[cH:7][cH:8][cH:9][cH:10][c:11]21.[OH2:21].[OH:17][NH3+:18].[OH:19][NH3+:20].[S:12]([O-:13])([O-:14])(=[O:15])=[O:16]>>[O:1]=[C:2]1[c:11]2[c:6]([cH:7][cH:8][cH:9][cH:10]2)[C:4](=[O:3])[N:18]1[OH:17]. The reactants are C(C1=CC=CC=C1)NC(=O)C1=CSC(=C1)Br (N-benzyl-5-bromothiophene-3-carboxamide), C(C1=CC=CC=C1)OC1=CC(NC=C1)=O (4-(benzyloxy)pyridin-2(1H)-one), OC=1C=CC=C2C=CC=NC12 (8-hydroxyquinoline), C([O-])([O-])=O.[K+].[K+] (potassium carbonate). The reagents and catalysts are [Cu]I (copper(I) iodide). Run in CN(C=O)C (N,N-dimethylformamide), C(C)(=O)OCC (ethyl acetate). Conditions: temperature 130 celsius, time 17 hour. Yields the product C(C1=CC=CC=C1)NC(=O)C1=CSC(=C1)N1C(C=C(C=C1)OCC1=CC=CC=C1)=O (N-Benzyl-5-(4-(benzyloxy)-2-oxopyridin-1(2H)-yl)thiophene-3-carboxamide). The yield is 17.6%. RXN SMILES: [CH2:1]([NH:8][C:9]([C:11]1[CH:15]=[C:14](Br)[S:13][CH:12]=1)=[O:10])[C:2]1[CH:7]=[CH:6][CH:5]=[CH:4][CH:3]=1.[CH2:17]([O:24][C:25]1[CH:30]=[CH:29][NH:28][C:27](=[O:31])[CH:26]=1)[C:18]1[CH:23]=[CH:22][CH:21]=[CH:20][CH:19]=1.OC1C=CC=C2C=1N=CC=C2.C(=O)([O-])[O-].[K+].[K+]>CN(C)C=O.C(OCC)(=O)C.[Cu]I>[CH2:1]([NH:8][C:9]([C:11]1[CH:15]=[C:14]([N:28]2[CH:29]=[CH:30][C:25]([O:24][CH2:17][C:18]3[CH:19]=[CH:20][CH:21]=[CH:22][CH:23]=3)=[CH:26][C:27]2=[O:31])[S:13][CH:12]=1)=[O:10])[C:2]1[CH:7]=[CH:6][CH:5]=[CH:4][CH:3]=1 |f:3.4.5|. Procedure: A mixture of N-benzyl-5-bromothiophene-3-carboxamide (0.57 g, 1.91 mmol), 4-(benzyloxy)pyridin-2(1H)-one (0.42 g, 2.10 mmol), copper(I) iodide (0.055 g, 0.29 mmol), 8-hydroxyquinoline (0.042 g, 0.29 mmol) and potassium carbonate (0.40 g, 2.87 mmol) in N,N-dimethylformamide (15 mL) was stirred at 130° C. for 17 h under nitrogen atmosphere. The reaction mixture was allowed to cool to ambient temperature, and then diluted with ethyl acetate (50 mL). The organic layer was washed with water (2×25 mL)... The reactants are C1(=CC=CC=2C(=CC=CC12)S(=O)(=O)O)S(=O)(=O)O (naphthalene-1,5-disulfonic acid), O1CCOCC1 (1,4-Dioxane), ClC1=C(C=CC=C1)[C@@H](C(=O)OC)N1CC2=C(CC1)SC=C2 (Methyl(+)-(S)-α-(2-chlorophenyl)-6,7-dihydrothieno[3,2-C]pyridine-5(4H) acetate), 1, O1CCOCC1 (1,4-Dioxane), CCCCCCC (heptane). Solvent: C(C)O (ethanol), C(C)O (ethanol), C(C)O (ethanol). Product: O.C1(=CC=CC=2C(=CC=CC12)S(=O)(=O)O)S(=O)(=O)O.ClC1=C(C=CC=C1)[C@@H](C(=O)OC)N1CC2=C(CC1)SC=C2 (methyl(+)-(S)-α-(2-chlorophenyl)-6,7-dihydrothieno[3,2-C]pyridine-5(4H) acetate naphthalene-1,5-disulfonate Hydrate). As a reaction SMILES: [Cl:1][C:2]1[CH:7]=[CH:6][CH:5]=[CH:4][C:3]=1[C@H:8]([N:13]1[CH2:18][CH2:17][C:16]2[S:19][CH:20]=[CH:21][C:15]=2[CH2:14]1)[C:9]([O:11][CH3:12])=[O:10].[C:22]1([S:36]([OH:39])(=[O:38])=[O:37])[C:31]2[CH:30]=[CH:29][CH:28]=[C:27]([S:32]([OH:35])(=[O:34])=[O:33])[C:26]=2[CH:25]=[CH:24][CH:23]=1.O1CCOCC1.CCCCCCC>C(O)C>[OH2:10].[C:22]1([S:36]([OH:39])(=[O:38])=[O:37])[C:31]2[CH:30]=[CH:29][CH:28]=[C:27]([S:32]([OH:35])(=[O:34])=[O:33])[C:26]=2[CH:25]=[CH:24][CH:23]=1.[Cl:1][C:2]1[CH:7]=[CH:6][CH:5]=[CH:4][C:3]=1[C@H:8]([N:13]1[CH2:18][CH2:17][C:16]2[S:19][CH:20]=[CH:21][C:15]=2[CH2:14]1)[C:9]([O:11][CH3:12])=[O:10] |f:5.6.7|. Procedure details: Methyl(+)-(S)-α-(2-chlorophenyl)-6,7-dihydrothieno[3,2-C]pyridine-5(4H) acetate of preparation 1 (1.3013 g) was added to a naphthalene-1,5-disulfonic acid solution in ethanol (1.0498 g in 10 mL of ethanol, 7.00 mL). Additional ethanol (3.00 mL) was added and mixture sonicated until complete dissolution was achieved. 1,4-Dioxane (10.0 mL) was added and the solution was filtered through a 0.2 μm nylon filter into a clean vial. The sample was left to evaporate uncovered. A gel formed which was seed...